Dataset: the Open Reaction Database (ORD), a public repository of structured organic reaction records. Task: describe an organic reaction: reactants, conditions, products, and yield The reactants are ClC1=CC(=C(NC2=NC=NC3=CC(=C(C=C23)OC)O)C=C1)F (4-(4-chloro-2-fluoroanilino)-7-hydroxy-6-methoxyquinazoline), C(C)(=O)NC=1SC=C(N1)CCl (2-acetamido-4-chloromethylthiazole), C([O-])([O-])=O.[K+].[K+] (potassium carbonate). The solvent is CN(C)C=O (DMF). Reaction conditions: temperature 40 celsius, time 7 hour. Yields the product Cl.C(C)(=O)NC=1SC=C(N1)COC1=C(C=C2C(=NC=NC2=C1)NC1=C(C=C(C=C1)Cl)F)OC (7-((2-acetamidothiazol-4-yl)methoxy)-4-(4-chloro-2-fluoroanilino)-6-methoxyquinazoline hydrochloride). The yield is 48.2%. Reaction SMILES: [Cl:1][C:2]1[CH:21]=[CH:20][C:5]([NH:6][C:7]2[C:16]3[C:11](=[CH:12][C:13]([OH:19])=[C:14]([O:17][CH3:18])[CH:15]=3)[N:10]=[CH:9][N:8]=2)=[C:4]([F:22])[CH:3]=1.[C:23]([NH:26][C:27]1[S:28][CH:29]=[C:30]([CH2:32]Cl)[N:31]=1)(=[O:25])[CH3:24].C(=O)([O-])[O-].[K+].[K+]>CN(C=O)C>[ClH:1].[C:23]([NH:26][C:27]1[S:28][CH:29]=[C:30]([CH2:32][O:19][C:13]2[CH:12]=[C:11]3[C:16]([C:7]([NH:6][C:5]4[CH:20]=[CH:21][C:2]([Cl:1])=[CH:3][C:4]=4[F:22])=[N:8][CH:9]=[N:10]3)=[CH:15][C:14]=2[O:17][CH3:18])[N:31]=1)(=[O:25])[CH3:24] |f:2.3.4,6.7|. Procedure: A mixture of 4-(4-chloro-2-fluoroanilino)-7-hydroxy-6-methoxyquinazoline (250 mg, 0.78 mmol), (prepared as described for the starting material in Example 24), 2-acetamido-4-chloromethylthiazole (164 mg, 0.86 mmol) and potassium carbonate (216 mg, 1.5 mmol) in DMF (5 ml) was stirred at 40° C. for 7 hours. The mixture was partitioned between ethyl acetate and water and the aqueous layer was adjusted to pH7 with 2M hydrochloric acid. The organic phase was washed with water, brine, dried (MgSO4) and...